This data is from the Open Reaction Database (ORD), a public repository of structured organic reaction records. The task is: describe an organic reaction: reactants, conditions, products, and yield Starting materials: CNC1CCCCC1NC, CCOC(C)=O, Cc1ccccc1, [Cu]I, COC(=O)c1ccc2c(F)c[nH]c2c1, Fc1ccc(I)cc1, [K+], [K+], [K+], O, O=P([O-])([O-])[O-]. Product: COC(=O)c1ccc2c(F)cn(-c3ccc(F)cc3)c2c1. As a reaction SMILES: [CH3:31][NH:32][CH:33]1[CH2:34][CH2:35][CH2:36][CH2:37][CH:38]1[NH:39][CH3:40].[CH3:41][CH2:42][O:43][C:44]([CH3:45])=[O:46].[CH3:50][c:51]1[cH:52][cH:53][cH:54][cH:55][cH:56]1.[Cu:48][I:49].[F:1][c:2]1[cH:3][nH:4][c:5]2[cH:6][c:7]([C:11](=[O:12])[O:13][CH3:14])[cH:8][cH:9][c:10]12.[F:23][c:24]1[cH:25][cH:26][c:27]([I:30])[cH:28][cH:29]1.[K+:20].[K+:21].[K+:22].[OH2:47].[P:15]([O-:16])([O-:17])([O-:18])=[O:19]>>[F:1][c:2]1[cH:3][n:4](-[c:27]2[cH:26][cH:25][c:24]([F:23])[cH:29][cH:28]2)[c:5]2[cH:6][c:7]([C:11](=[O:12])[O:13][CH3:14])[cH:8][cH:9][c:10]12. The reactants are CS(=O)(=O)C=1SC2=NC(=CC=C2N1)C=1C=C(C(=O)OCC)C=CC1 (Ethyl 3-(2-(methylsulfonyl)thiazolo[5,4-b]pyridin-5-yl)benzoate), N (ammonia), CC(C)O (IPA). Reaction conditions: temperature 90 celsius, time 30 hour. Product: NC=1SC2=NC(=CC=C2N1)C=1C=C(C(=O)OCC)C=CC1 (ethyl 3-(2-aminothiazolo[5,4-b]pyridin-5-yl)benzoate). Yield: 91.0%. Reaction SMILES: CS([C:5]1[S:6][C:7]2[C:12]([N:13]=1)=[CH:11][CH:10]=[C:9]([C:14]1[CH:15]=[C:16]([CH:22]=[CH:23][CH:24]=1)[C:17]([O:19][CH2:20][CH3:21])=[O:18])[N:8]=2)(=O)=O.[NH3:25].CC(O)C>>[NH2:25][C:5]1[S:6][C:7]2[C:12]([N:13]=1)=[CH:11][CH:10]=[C:9]([C:14]1[CH:15]=[C:16]([CH:22]=[CH:23][CH:24]=1)[C:17]([O:19][CH2:20][CH3:21])=[O:18])[N:8]=2. Procedure details: Ethyl 3-(2-(methylsulfonyl)thiazolo[5,4-b]pyridin-5-yl)benzoate (3.6 g, 9.91 mmol) was added to a 2N ammonia solution in IPA (24.8 mL, 49.57 mmol). The reaction mixture was heated at 90° C. and stirred for 30 h. The solvent was removed with in vacuo to give 2.7 g (91%, crude yield) ethyl 3-(2-aminothiazolo[5,4-b]pyridin-5-yl)benzoate as a yellow solid.